This data is from the Open Reaction Database (ORD), a public repository of structured organic reaction records. The task is: describe an organic reaction: reactants, conditions, products, and yield Starting materials: Intermediate 1, Cl.Cl.N12C[C@@H](C(CC1)CC2)N ((R)-1-azabicyclo[2.2.2]oct-3-ylamine dihydrochloride), BrC=1C=C(SC1)C(=O)O (4-bromothiophene-2-carboxylic acid). Yields the product N12C[C@@H](C(CC1)CC2)NC(=O)C=2SC=C(C2)Br ((R)-N-(1-Azabicyclo[2.2.2]oct-3-yl)(4-bromothiophene-2-carboxamide)). As a reaction SMILES: Cl.Cl.[N:3]12[CH2:10][CH2:9][CH:6]([CH2:7][CH2:8]1)[C@@H:5]([NH2:11])[CH2:4]2.[Br:12][C:13]1[CH:14]=[C:15]([C:18](O)=[O:19])[S:16][CH:17]=1>>[N:3]12[CH2:10][CH2:9][CH:6]([CH2:7][CH2:8]1)[C@@H:5]([NH:11][C:18]([C:15]1[S:16][CH:17]=[C:13]([Br:12])[CH:14]=1)=[O:19])[CH2:4]2 |f:0.1.2|. Procedure: Prepared by a method analogous to that described for the preparation of Intermediate 1 from (R)-1-azabicyclo[2.2.2]oct-3-ylamine dihydrochloride and 4-bromothiophene-2-carboxylic acid. The residue from evaporation of the reaction mixture was partitioned between aqueous hydrochloric acid and chloroform. The aqueous layer was then basified with aqueous sodium hydroxide and extracted with chloroform. The organic extracts were dried (MgSO4), filtered, and evaporated and resulting solid was recrystal... The reactants are Cc1ccc2[nH]c3c(c2c1)CN(C)CC3, CN1CCCC1=O, C=Cc1ccc(NC(C)C)nc1, [K+], [OH-]. Yields the product Cc1ccc2c(c1)c1c(n2CCc2ccc(NC(C)C)nc2)CCN(C)C1. Reaction SMILES: [CH3:1][N:2]1[CH2:3][c:4]2[c:5]([nH:6][c:7]3[cH:8][cH:9][c:10]([CH3:13])[cH:11][c:12]23)[CH2:14][CH2:15]1.[CH3:30][N:31]1[CH2:32][CH2:33][CH2:34][C:35]1=[O:36].[CH:16]([CH3:17])([CH3:18])[NH:19][c:20]1[n:21][cH:22][c:23]([CH:26]=[CH2:27])[cH:24][cH:25]1.[K+:29].[OH-:28]>>[CH3:1][N:2]1[CH2:3][c:4]2[c:5]([n:6]([CH2:27][CH2:26][c:23]3[cH:22][n:21][c:20]([NH:19][CH:16]([CH3:17])[CH3:18])[cH:25][cH:24]3)[c:7]3[cH:8][cH:9][c:10]([CH3:13])[cH:11][c:12]23)[CH2:14][CH2:15]1. The reactants are N[C@@H](CCCCN)C(=O)O (L-lysine). The solvent is CO (methanol). Product: C(O)CN (ethanolamine), N[C@@H](CCCCN)C(=O)O (L-lysine). RXN SMILES: [NH2:1][C@H:2]([C:8]([OH:10])=[O:9])[CH2:3][CH2:4][CH2:5][CH2:6][NH2:7]>CO>[CH2:8]([CH2:2][NH2:1])[OH:9].[NH2:1][C@H:2]([C:8]([OH:10])=[O:9])[CH2:3][CH2:4][CH2:5][CH2:6][NH2:7]. Reported procedure: In analogy with Example 4, but using L-lysine, instead of ethanolamine as the starting material, there is obtained the corresponding salt of L-lysine, melting point 214°-218° C., [α]D20 =+6.5° (c=4.8 methanol). Starting materials: COC(CCCCOC1=C(C(=CC=C1)C#CCCCCOC1OCCCC1)C=CC(=O)OC)=O (rac-5-[2-(3-methoxy-3-oxo-1-propenyl)-3-[6-[(tetrahydro-2H-pyran-2-yl)oxy]-1-hexyn-1-yl]phenoxy]pentanoic acid methyl ester). The reagents and catalysts are [Pd] (palladium on carbon). The solvent is CO.C(C)(=O)OCC (methanol ethyl acetate). Yields the product COC(CCC1=C(C=CC=C1CCCCCCOC1OCCCC1)OCCCCC(=O)OC)=O (rac-2-(5-Methoxy-5-oxopentyloxy)-6-[6-[(tetrahydro-2-H-pyran-2-yl)oxy]hexyl]benzenepropanoic acid methyl ester). As a reaction SMILES: [CH3:1][O:2][C:3](=[O:34])[CH2:4][CH2:5][CH2:6][CH2:7][O:8][C:9]1[CH:14]=[CH:13][CH:12]=[C:11]([C:15]#[C:16][CH2:17][CH2:18][CH2:19][CH2:20][O:21][CH:22]2[CH2:27][CH2:26][CH2:25][CH2:24][O:23]2)[C:10]=1[CH:28]=[CH:29][C:30]([O:32][CH3:33])=[O:31]>CO.C(OCC)(=O)C.[Pd]>[CH3:33][O:32][C:30](=[O:31])[CH2:29][CH2:28][C:10]1[C:11]([CH2:15][CH2:16][CH2:17][CH2:18][CH2:19][CH2:20][O:21][CH:22]2[CH2:27][CH2:26][CH2:25][CH2:24][O:23]2)=[CH:12][CH:13]=[CH:14][C:9]=1[O:8][CH2:7][CH2:6][CH2:5][CH2:4][C:3]([O:2][CH3:1])=[O:34] |f:1.2|. Reported procedure: A 0.9 g (1.9 mmol) sample of rac-5-[2-(3-methoxy-3-oxo-1-propenyl)-3-[6-[(tetrahydro-2H-pyran-2-yl)oxy]-1-hexyn-1-yl]phenoxy]pentanoic acid methyl ester was hydrogenated in 60 mL of 1:1 methanol-ethyl acetate, over 70 mg of 10% palladium on carbon, at room temperature and 1 atmosphere. rac-2-(5-Methoxy-5-oxopentyloxy)-6-[6-[(tetrahydro-2-H-pyran-2-yl)oxy]hexyl]benzenepropanoic acid methyl ester, an oil, was isolated by filtration of the catalyst and concentration of the filtrate, in quantitative...